describe an organic reaction: reactants, conditions, products, and yield From a dataset of the Open Reaction Database (ORD), a public repository of structured organic reaction records. Reactants: ClC1=C(N)C=C(C=C1)OCCN1CCOCC1 (2-chloro-5-(2-morpholinoethoxy)aniline), C(=O)([O-])[O-].[K+].[K+] (K2CO3), C(C=CC1=CC=CC=C1)(=O)Cl (Cinnamoyl chloride). The solvent is CC(=O)C (acetone), O (water). Run at time 2 hour. The product is ClC1=C(C=C(C=C1)OCCN1CCOCC1)NC(C=CC1=CC=CC=C1)=O (N-(2-chloro-5-(2-morpholinoethoxy)phenyl)cinnamamide). Yield: 59.4%. RXN SMILES: [Cl:1][C:2]1[CH:8]=[CH:7][C:6]([O:9][CH2:10][CH2:11][N:12]2[CH2:17][CH2:16][O:15][CH2:14][CH2:13]2)=[CH:5][C:3]=1[NH2:4].C([O-])([O-])=O.[K+].[K+].[C:24](Cl)(=[O:33])[CH:25]=[CH:26][C:27]1[CH:32]=[CH:31][CH:30]=[CH:29][CH:28]=1>CC(C)=O.O>[Cl:1][C:2]1[CH:8]=[CH:7][C:6]([O:9][CH2:10][CH2:11][N:12]2[CH2:17][CH2:16][O:15][CH2:14][CH2:13]2)=[CH:5][C:3]=1[NH:4][C:24](=[O:33])[CH:25]=[CH:26][C:27]1[CH:32]=[CH:31][CH:30]=[CH:29][CH:28]=1 |f:1.2.3|. Reported procedure: 2-chloro-5-(2-morpholinoethoxy)aniline (1.9 g, 7.4 mmol, 1 eq.) was placed in a mixture of acetone (2.5 mL) and water (3.2 mL) in the presence of K2CO3 (2.1 g, 14.4 mmol, 2 eq.). Cinnamoyl chloride (1.2 g, 7.4 mmol, 1 eq.) was then added at 0° C. The reaction mixture was allowed to warm-up to room temperature, stirred for 2 hours and extracted with ethyl acetate. The organic phase was dried over MgSO4, filtered and concentrated under reduced pressure. The resulting residue was purified by column...